From a dataset of the Open Reaction Database (ORD), a public repository of structured organic reaction records. describe an organic reaction: reactants, conditions, products, and yield Reactants: C(C=C)N1C(=NC=C1)C=1SC(=CC1C1=C(C=C(C=C1)Cl)Cl)[Sn](CCCC)(CCCC)CCCC (1-allyl-2-[3-(2,4-dichlorophenyl)-5-(tributylstannyl)-2-thienyl]-1H-imidazole), FC(S(=O)(=O)OC1=C2C(=NC=C1)SC=C2)(F)F (thieno[2,3-b]pyridin-4-yl trifluoromethanesulfonate). Yields the product ClC1=C(C=CC(=C1)Cl)C=1C=C(SC1C=1NC=CN1)C1=C2C(=NC=C1)SC=C2 (4-[4-(2,4-dichlorophenyl)-5-(1H-imidazol-2-yl)-2-thienyl]thieno[2,3-b]pyridine). RXN SMILES: C([N:4]1[CH:8]=[CH:7][N:6]=[C:5]1[C:9]1[S:10][C:11]([Sn](CCCC)(CCCC)CCCC)=[CH:12][C:13]=1[C:14]1[CH:19]=[CH:18][C:17]([Cl:20])=[CH:16][C:15]=1[Cl:21])C=C.FC(F)(F)S(O[C:41]1[CH:46]=[CH:45][N:44]=[C:43]2[S:47][CH:48]=[CH:49][C:42]=12)(=O)=O>>[Cl:21][C:15]1[CH:16]=[C:17]([Cl:20])[CH:18]=[CH:19][C:14]=1[C:13]1[CH:12]=[C:11]([C:41]2[CH:46]=[CH:45][N:44]=[C:43]3[S:47][CH:48]=[CH:49][C:42]=23)[S:10][C:9]=1[C:5]1[NH:4][CH:8]=[CH:7][N:6]=1. Procedure: The title compound was prepared from 1-allyl-2-[3-(2,4-dichlorophenyl)-5-(tributylstannyl)-2-thienyl]-1H-imidazole and thieno[2,3-b]pyridin-4-yl trifluoromethanesulfonate using procedures analogous to those described in Example 8-A, Steps 2 and 3. LC/MS (AA) ES+ 428, 430. 1H NMR (400 MHz, d6 DMSO) δ: 11.97-11.69 (m, 1H), 8.73 (d, J=4.97 Hz, 1H), 8.27 (d, J=5.56 Hz, 1H), 7.88 (s, 1H), 7.77-7.73 (m, 2H), 7.68 (d, J=5.56 Hz, 1H), 7.52-7.43 (m, 2H), 7.22-6.89 (m, 2H). The reactants are CCC(O)(CC)COc1cccc(C=O)c1, CC#N. Product: CCC(O)(CC)COc1cccc(C(O)CC#N)c1. Reaction SMILES: [CH2:1]([CH3:2])[C:3]([CH2:4][O:5][c:6]1[cH:7][c:8]([CH:9]=[O:10])[cH:11][cH:12][cH:13]1)([CH2:14][CH3:15])[OH:16].[CH3:17][C:18]#[N:19]>>[CH2:1]([CH3:2])[C:3]([CH2:4][O:5][c:6]1[cH:7][c:8]([CH:9]([OH:10])[CH2:17][C:18]#[N:19])[cH:11][cH:12][cH:13]1)([CH2:14][CH3:15])[OH:16]. The reactants are Cl.CN(CCCN=C=NCC)C (1-(3-dimethylaminopropyl)-3-ethylcarbodiimide hydrochloride), C(C)OC(=O)[C@H]1[C@@H](CC(C1)=O)C(=O)O ((1R,2R)-4-oxo-cyclopentane-1,2-dicarboxylic acid monoethyl ester), O.ON1N=NC2=C1C=CC=C2 (1-hydroxybenzotriazole hydrate), N1CCOCC1 (morpholine). Run in O1CCCC1 (tetrahydrofuran). Reaction conditions: time 4 hour. The product is C(C)OC(=O)[C@H]1[C@@H](CC(C1)=O)C(=O)N1CCOCC1 ((1R,2R)-2-(morpholine-4-carbonyl)-4-oxo-cyclopentanecarboxylic acid ethyl ester). RXN SMILES: [CH2:1]([O:3][C:4]([C@@H:6]1[CH2:10][C:9](=[O:11])[CH2:8][C@H:7]1[C:12]([OH:14])=O)=[O:5])[CH3:2].[NH:15]1[CH2:20][CH2:19][O:18][CH2:17][CH2:16]1.O.ON1C2C=CC=CC=2N=N1.Cl.CN(C)CCCN=C=NCC>O1CCCC1>[CH2:1]([O:3][C:4]([C@@H:6]1[CH2:10][C:9](=[O:11])[CH2:8][C@H:7]1[C:12]([N:15]1[CH2:20][CH2:19][O:18][CH2:17][CH2:16]1)=[O:14])=[O:5])[CH3:2] |f:2.3,4.5|. Procedure: To a mixture of (1R,2R)-4-oxo-cyclopentane-1,2-dicarboxylic acid monoethyl ester (10.0 mmol) in tetrahydrofuran (25 ml) was subsequently added morpholine (11 mmol) triethylamine (70 mmol), 1-hydroxybenzotriazole hydrate (20 mmol) and 1-(3-dimethylaminopropyl)-3-ethylcarbodiimide hydrochloride (EDC, 20 mmol) and stirring was continued at 22° C. for 4 h. The mixture was partitioned between ethyl acetate and 1N aqueous HCl, the organic layer was washed with saturated aqueous Na2CO3, dried and evapo... The reactants are C(#C)C1=CN=C2N1C=CN=C2 (3-Ethynylimidazo[1,2-a]pyrazine), CCN(C(C)C)C(C)C (Hunig base), IC=1C=C(C(=O)O)C=CC1C (3-iodo-4-methylbenzoic acid), CN(C)C=O (DMF). Run in C(C)N(CC)CC (triethylamine), C(C)(=O)OCC (ethyl acetate). The product is N=1C=C(N2C1C=NC=C2)C#CC=2C=C(C(=O)O)C=CC2C (3-(imidazo[1,2-a]pyrazin-3-ylethynyl)-4-methylbenzoic acid). Reaction SMILES: [C:1]([C:3]1[N:7]2[CH:8]=[CH:9][N:10]=[CH:11][C:6]2=[N:5][CH:4]=1)#[CH:2].I[C:13]1[CH:14]=[C:15]([CH:19]=[CH:20][C:21]=1[CH3:22])[C:16]([OH:18])=[O:17].CN(C=O)C.CCN(C(C)C)C(C)C>C(N(CC)CC)C.C(OCC)(=O)C>[N:5]1[CH:4]=[C:3]([C:1]#[C:2][C:13]2[CH:14]=[C:15]([CH:19]=[CH:20][C:21]=2[CH3:22])[C:16]([OH:18])=[O:17])[N:7]2[CH:8]=[CH:9][N:10]=[CH:11][C:6]=12. Procedure: can be prepared in a manner similar to that described above for the Sonogashira reaction. 3-Ethynylimidazo[1,2-a]pyrazine and 3-iodo-4-methylbenzoic acid are used as coupling partners. Alternatively, the solvent (DMF) can be replaced by ethyl acetate and the base (Hunig base) can be replaced by triethylamine. The product can be isolated by filtration of the crude reaction mixture. The filter cake is washed sequentially with a solvent such as ethyl acetate and then water, then dried in a vacuum o... Starting materials: FC1=CC=C(C(=O)O)C=C1 (4-fluorobenzoic acid), C(C1=CC=CC=C1)Br (benzyl bromide), C([O-])([O-])=O.[Cs+].[Cs+] (cesium carbonate). Solvent: CN(C)C=O (DMF), O (water). Run at time 24 hour. Product: FC1=CC=C(C(=O)OCC2=CC=CC=C2)C=C1 (benzyl 4-fluorobenzoate). Reaction SMILES: [F:1][C:2]1[CH:10]=[CH:9][C:5]([C:6]([OH:8])=[O:7])=[CH:4][CH:3]=1.[CH2:11](Br)[C:12]1[CH:17]=[CH:16][CH:15]=[CH:14][CH:13]=1.C(=O)([O-])[O-].[Cs+].[Cs+]>CN(C=O)C.O>[F:1][C:2]1[CH:10]=[CH:9][C:5]([C:6]([O:8][CH2:11][C:12]2[CH:17]=[CH:16][CH:15]=[CH:14][CH:13]=2)=[O:7])=[CH:4][CH:3]=1 |f:2.3.4|. Procedure: A mixture of 4-fluorobenzoic acid (4.9 g, 35.3 mmol), benzyl bromide (3.8 mL, 31.7 mmol), and cesium carbonate (17.2 g, 53 mmol) in DMF (50 mL,) at room temperature was stirred for 24 hours, diluted with water, and extracted with diethyl ether. The combined extracts were washed with brine, dried (MgSO4), filtered, and concentrated to provide the desired product. MS (DCI) m/e 248 (M+H)+. Reactants: ClC1=CC=C(C=C1)\C=C(/C)\S(=O)(=O)NC1=C(C=CC=C1)S(=O)(=O)N (2-[[(E)-1-(4-Chlorophenyl)prop-1-en-2-yl]sulfonylamino]benzenesulfonamide), [H][H] (hydrogen). The reagents and catalysts are [Pd] (Pd/C). Run in C(C)(=O)OCC (ethyl acetate). The product is ClC1=CC=C(C=C1)CC(C)S(=O)(=O)NC1=C(C=CC=C1)S(=O)(=O)N (2-[1-(4-Chlorophenyl)propan-2-ylsulfonylamino]benzenesulfonamide). Isolated yield 37.6%. As a reaction SMILES: [Cl:1][C:2]1[CH:7]=[CH:6][C:5](/[CH:8]=[C:9](/[S:11]([NH:14][C:15]2[CH:20]=[CH:19][CH:18]=[CH:17][C:16]=2[S:21]([NH2:24])(=[O:23])=[O:22])(=[O:13])=[O:12])\[CH3:10])=[CH:4][CH:3]=1.[H][H]>C(OCC)(=O)C.[Pd]>[Cl:1][C:2]1[CH:7]=[CH:6][C:5]([CH2:8][CH:9]([S:11]([NH:14][C:15]2[CH:20]=[CH:19][CH:18]=[CH:17][C:16]=2[S:21]([NH2:24])(=[O:23])=[O:22])(=[O:13])=[O:12])[CH3:10])=[CH:4][CH:3]=1. Procedure: 2-[[(E)-1-(4-Chlorophenyl)prop-1-en-2-yl]sulfonylamino]benzenesulfonamide (100 mg, 0.26 mmol) was dissolved in ethyl acetate (3 ml) and subjected to the H-cube (1 ml/min, full hydrogen. 10% Pd/C, 3 runs). The material obtained was purified by preparative HPLC (XTerra MS C8 column, acetonitrile/ammonium acetate buffer) to give the title compound (38 mg, 38%). The compound of Example 8 was also obtained. Solvent: C(C)(=O)OCC (ethyl acetate). Product: CC1=C(N=C(O1)C1=CC=CC=C1)COC1=CC=C(C=N1)CN1N=C(C(=C1)C=O)C1=CC=CC=C1 (1-[6-(5-methyl-2-phenyl-4-oxazolylmethoxy)-3-pyridylmethyl]-3-phenyl-1H-pyrazole-4-carboaldehyde). Reported procedure: A mixture of 1-[6-(5-methyl-2-phenyl-4-oxazolylmethoxy)-3-pyridylmethyl]-3-phenyl-1H-pyrazol-4-ylmethanol (1.25 g), active manganese dioxide (3.00 g) and ethyl acetate (80 ml) was stirred at room temperature for 3 hours. After manganese dioxide was separated by filtration, the filtrate was concentrated. The residue was subjected to silica gel column chromatography to obtain 1-[6-(5-methyl-2-phenyl-4-oxazolylmethoxy)-3-pyridylmethyl]-3-phenyl-1H-pyrazole-4-carboaldehyde (1.20 g, yield 96%) as a c... Reagents/catalysts: [O-2].[O-2].[Mn+4] (manganese dioxide). Reaction SMILES: [CH3:1][C:2]1[O:6][C:5]([C:7]2[CH:12]=[CH:11][CH:10]=[CH:9][CH:8]=2)=[N:4][C:3]=1[CH2:13][O:14][C:15]1[N:20]=[CH:19][C:18]([CH2:21][N:22]2[CH:26]=[C:25]([CH2:27][OH:28])[C:24]([C:29]3[CH:34]=[CH:33][CH:32]=[CH:31][CH:30]=3)=[N:23]2)=[CH:17][CH:16]=1>[O-2].[O-2].[Mn+4].C(OCC)(=O)C>[CH3:1][C:2]1[O:6][C:5]([C:7]2[CH:8]=[CH:9][CH:10]=[CH:11][CH:12]=2)=[N:4][C:3]=1[CH2:13][O:14][C:15]1[N:20]=[CH:19][C:18]([CH2:21][N:22]2[CH:26]=[C:25]([CH:27]=[O:28])[C:24]([C:29]3[CH:34]=[CH:33][CH:32]=[CH:31][CH:30]=3)=[N:23]2)=[CH:17][CH:16]=1 |f:1.2.3|. The reactants are CC1=C(N=C(O1)C1=CC=CC=C1)COC1=CC=C(C=N1)CN1N=C(C(=C1)CO)C1=CC=CC=C1 (1-[6-(5-methyl-2-phenyl-4-oxazolylmethoxy)-3-pyridylmethyl]-3-phenyl-1H-pyrazol-4-ylmethanol). Conditions: time 3 hour. Isolated yield 96.4%. Starting materials: C(C1=CC=CC=C1)OC(=O)N(C)CC=1C=C(C=C(C1O[C@H](COC)C)F)NC(=O)OC[C@H](C)C1=C(C=C(C=C1)B(O)O)C ((4-((R)-1-(((3-((((Benzyloxy)carbonyl)(methyl)amino)methyl)-5-fluoro-4-(((S)-1-methoxypropan-2-yl)oxy)phenyl)carbamoyl)oxy)propan-2-yl)-3-methylphenyl)boronic acid), NC=1C=C2C=CN=C(C2=CC1)N(C(=O)OC(C)(C)C)C(=O)OC(C)(C)C (6-Amino-1-(di-tert-butoxycarbonylamino)isoquinoline), O.C(C=O)(=O)O (glyoxylic acid monohydrate). Solvent: CC#N (CH3CN), CN(C)C=O (DMF). Conditions: temperature 85 celsius, time 3 hour. Yields the product C(C)(C)(C)OC(=O)N(C1=NC=CC2=CC(=CC=C12)NC(C(=O)O)C1=CC(=C(C=C1)[C@H](COC(NC1=CC(=C(C(=C1)CNC)O[C@H](COC)C)F)=O)C)C)C(=O)OC(C)(C)C (2-((1-(Bis(tert-butoxycarbonyl)amino)isoquinolin-6-yl)amino)-2-(4-((R)-1-(((3-fluoro-4-(((S)-1-methoxypropan-2-yl)oxy)-5-((methylamino)methyl)phenyl)carbamoyl)oxy)propan-2-yl)-3-methylphenyl)acetic acid). The yield is 42.9%. RXN SMILES: C(OC([N:11]([CH2:13][C:14]1[CH:15]=[C:16]([NH:27][C:28]([O:30][CH2:31][C@@H:32]([C:34]2[CH:39]=[CH:38][C:37](B(O)O)=[CH:36][C:35]=2[CH3:43])[CH3:33])=[O:29])[CH:17]=[C:18]([F:26])[C:19]=1[O:20][C@@H:21]([CH3:25])[CH2:22][O:23][CH3:24])[CH3:12])=O)C1C=CC=CC=1.[NH2:44][C:45]1[CH:46]=[C:47]2[C:52](=[CH:53][CH:54]=1)[C:51]([N:55]([C:63]([O:65][C:66]([CH3:69])([CH3:68])[CH3:67])=[O:64])[C:56]([O:58][C:59]([CH3:62])([CH3:61])[CH3:60])=[O:57])=[N:50][CH:49]=[CH:48]2.O.[C:71]([OH:75])(=[O:74])[CH:72]=O>CC#N.CN(C=O)C>[C:66]([O:65][C:63]([N:55]([C:56]([O:58][C:59]([CH3:60])([CH3:61])[CH3:62])=[O:57])[C:51]1[C:52]2[C:47](=[CH:46][C:45]([NH:44][CH:72]([C:37]3[CH:38]=[CH:39][C:34]([C@@H:32]([CH3:33])[CH2:31][O:30][C:28](=[O:29])[NH:27][C:16]4[CH:15]=[C:14]([CH2:13][NH:11][CH3:12])[C:19]([O:20][C@@H:21]([CH3:25])[CH2:22][O:23][CH3:24])=[C:18]([F:26])[CH:17]=4)=[C:35]([CH3:43])[CH:36]=3)[C:71]([OH:75])=[O:74])=[CH:54][CH:53]=2)[CH:48]=[CH:49][N:50]=1)=[O:64])([CH3:69])([CH3:68])[CH3:67] |f:2.3|. Procedure: 37D (309 mg, 0.518 mmol), Intermediate 1 (205 mg, 0.570 mmol), glyoxylic acid monohydrate (47.7 mg, 0.518 mmol) were dissolved in CH3CN (3 ml) and DMF (0.5 ml). The mixture was stirred at 85° C. 20 h, then concentrated and purified by prep HPLC. The desired fractions were combined, concentrated. The residue was dissolved in THF (8 mL). 10% Pd/C was added and the mixture was hydrogenated at 40 psi for 3 h. The mixture was filtered, concentrated and purified by prep HPLC to give 37E (185 mg, 0.222... Reactants: C1(CC1)C1=CC(=NC=2N1N=CC2C(=O)O)C2=CC=C(C=C2)C(F)(F)F (7-cyclopropyl-5-(4-trifluoromethyl-phenyl)-pyrazolo[1,5-a]pyrimidine-3-carboxylic acid), ONC(C1=CC(=CC=C1)S(N)(=O)=O)=N (N-hydroxy-3-sulfamoyl-benzamidine). Product: C1(CC1)C1=CC(=NC=2N1N=CC2C2=NC(=NO2)C=2C=C(C=CC2)S(=O)(=O)N)C2=CC=C(C=C2)C(F)(F)F (3-{5-[7-Cyclopropyl-5-(4-trifluoromethyl-phenyl)-pyrazolo[1,5-a]pyrimidin-3-yl]-[1,2,4]oxadiazol-3-yl}-benzenesulfonamide). As a reaction SMILES: [CH:1]1([C:4]2[N:9]3[N:10]=[CH:11][C:12]([C:13]([OH:15])=O)=[C:8]3[N:7]=[C:6]([C:16]3[CH:21]=[CH:20][C:19]([C:22]([F:25])([F:24])[F:23])=[CH:18][CH:17]=3)[CH:5]=2)[CH2:3][CH2:2]1.O[NH:27][C:28](=[NH:39])[C:29]1[CH:34]=[CH:33][CH:32]=[C:31]([S:35](=[O:38])(=[O:37])[NH2:36])[CH:30]=1>>[CH:1]1([C:4]2[N:9]3[N:10]=[CH:11][C:12]([C:13]4[O:15][N:39]=[C:28]([C:29]5[CH:30]=[C:31]([S:35]([NH2:36])(=[O:37])=[O:38])[CH:32]=[CH:33][CH:34]=5)[N:27]=4)=[C:8]3[N:7]=[C:6]([C:16]3[CH:21]=[CH:20][C:19]([C:22]([F:25])([F:24])[F:23])=[CH:18][CH:17]=3)[CH:5]=2)[CH2:2][CH2:3]1. Procedure details: The title compound was prepared from 7-cyclopropyl-5-(4-trifluoromethyl-phenyl)-pyrazolo[1,5-a]pyrimidine-3-carboxylic acid (example C.29) (174 mg, 0.5 mmol) and N-hydroxy-3-sulfamoyl-benzamidine [CAS-No. 9000-88-7] (161 mg, 0.75 mmol) according to general procedure II. Obtained after purification by column chromatography (dichloromethane/MeOH/NH4OH) and crystallization (ethyl acetate/MeOH/hexane) as an off-white solid (142 mg, 54%). MS (EI) 526.1 [(M)+]; mp 277° C.